Dataset: the Open Reaction Database (ORD), a public repository of structured organic reaction records. Task: describe an organic reaction: reactants, conditions, products, and yield Starting materials: N(=[N+]=[N-])CCCCCC1=CC=C(C=C1)OC1=CC=CC=C1 ((±)-4-[(azido)pentyl]-1-(phenoxy)benzene), O (water), C1(=CC=CC=C1)P(C1=CC=CC=C1)C1=CC=CC=C1 (triphenylphosphine). The solvent is C1CCOC1 (THF). Run at time 84 hour. Product: NCCCCCC1=CC=C(C=C1)OC1=CC=CC=C1 ((±)-4-[(amino)pentyl]-1-(phenoxy)benzene). As a reaction SMILES: [N:1]([CH2:4][CH2:5][CH2:6][CH2:7][CH2:8][C:9]1[CH:14]=[CH:13][C:12]([O:15][C:16]2[CH:21]=[CH:20][CH:19]=[CH:18][CH:17]=2)=[CH:11][CH:10]=1)=[N+]=[N-].O.C1(P(C2C=CC=CC=2)C2C=CC=CC=2)C=CC=CC=1>C1COCC1>[NH2:1][CH2:4][CH2:5][CH2:6][CH2:7][CH2:8][C:9]1[CH:14]=[CH:13][C:12]([O:15][C:16]2[CH:21]=[CH:20][CH:19]=[CH:18][CH:17]=2)=[CH:11][CH:10]=1. Procedure details: To a solution of the product from Step 2 (360 mg, 1.28 mmol) in 10 mL of THF at room temperature was added water (0.025 mL), followed by triphenylphosphine (364 mg, 1.41 mmol). The solution was stirred at room temperature. After 84 hours, the reaction was concentrated in vacuo to provide the titled compound.